From a dataset of the Open Reaction Database (ORD), a public repository of structured organic reaction records. describe an organic reaction: reactants, conditions, products, and yield The reactants are COC(CC1C[C@@H]([C@H](NC1)C(=O)N1CC(CC1)C1=CC=CC=C1)C(=O)OC(C)(C)C)=O (tert-butyl(2S,3S)-5-(2-methoxy-2-oxoethyl)-2-[(3-phenylpyrrolidin-1-yl)carbonyl]piperidine-3-carboxylate), [OH-].[Li+] (lithium hydroxide). Run in C1CCOC1 (THF). Reaction conditions: time 8 hour. Product: C(C)(C)(C)OC(=O)[C@H]1CC(CN[C@@H]1C(=O)N1CC(CC1)C1=CC=CC=C1)CC(=O)O ({(5S,6S)-5-(tert-butoxycarbonyl)-6-[(3-phenylpyrrolidin-1-yl)carbonyl]piperidin-3-yl}acetic acid). Yield: 87.0%. Reaction SMILES: C[O:2][C:3](=[O:31])[CH2:4][CH:5]1[CH2:10][NH:9][C@H:8]([C:11]([N:13]2[CH2:17][CH2:16][CH:15]([C:18]3[CH:23]=[CH:22][CH:21]=[CH:20][CH:19]=3)[CH2:14]2)=[O:12])[C@@H:7]([C:24]([O:26][C:27]([CH3:30])([CH3:29])[CH3:28])=[O:25])[CH2:6]1.[OH-].[Li+]>C1COCC1>[C:27]([O:26][C:24]([C@@H:7]1[C@@H:8]([C:11]([N:13]2[CH2:17][CH2:16][CH:15]([C:18]3[CH:19]=[CH:20][CH:21]=[CH:22][CH:23]=3)[CH2:14]2)=[O:12])[NH:9][CH2:10][CH:5]([CH2:4][C:3]([OH:31])=[O:2])[CH2:6]1)=[O:25])([CH3:30])([CH3:28])[CH3:29] |f:1.2|. Reported procedure: A solution of tert-butyl(2S,3S)-5-(2-methoxy-2-oxoethyl)-2-[(3-phenylpyrrolidin-1-yl)carbonyl]piperidine-3-carboxylate in THF (3 mL) was cooled to 0° C. prior to the addition of lithium hydroxide (7 mg, 0.16 mmol). After warming to ambient temperature, the reaction mixture was stirred overnight. The volatiles were removed in-vacuo to afford 60 mg (87%) of {(5S,6S)-5-(tert-butoxycarbonyl)-6-[(3-phenylpyrrolidin-1-yl)carbonyl]piperidin-3-yl}acetic acid as an off-white solid that was used without n... Starting materials: NC1=C2N=C(N(C2=NC(=N1)OC)CC1=CC=CC=C1)OC (6-Amino-9-benzyl-2,8-dimethoxypurine), N (ammonia). Run in Cl (hydrochloric acid). Product: NC1=C2N=C(N(C2=NC(=N1)OC)CC1=CC=CC=C1)O (6-Amino-9-benzyl-8-hydroxy-2-methoxypurine). Yield: 75.3%. RXN SMILES: [NH2:1][C:2]1[N:10]=[C:9]([O:11][CH3:12])[N:8]=[C:7]2[C:3]=1[N:4]=[C:5]([O:20]C)[N:6]2[CH2:13][C:14]1[CH:19]=[CH:18][CH:17]=[CH:16][CH:15]=1.N>Cl>[NH2:1][C:2]1[N:10]=[C:9]([O:11][CH3:12])[N:8]=[C:7]2[C:3]=1[N:4]=[C:5]([OH:20])[N:6]2[CH2:13][C:14]1[CH:15]=[CH:16][CH:17]=[CH:18][CH:19]=1. Reported procedure: 6-Amino-9-benzyl-2,8-dimethoxypurine (53 mg, 0.186 mmol) in concentrated hydrochloric acid (10 ml) was stirred for 3 hours at room temperature. The reaction mixture was made basic with 28% aqueous ammonia, and the resulting crystals were filtered and washed with water to give the subject compound (38 mg, yield 75%).